This data is from the Open Reaction Database (ORD), a public repository of structured organic reaction records. The task is: describe an organic reaction: reactants, conditions, products, and yield Reactants: C1(=CC=CC=C1)C1=C(C(C(=S)O)=CC=C1)C(=O)O (3-phenylthio-phtalic acid), C(C)(=O)OC(C)=O (acetic anhydride). Yields the product C1(=CC=CC=C1)C1=C2C(C(=S)OC2=O)=CC=C1 (3-phenylthio-phtalic anhydride). Isolated yield 74.8%. Reaction SMILES: [C:1]1([C:7]2[CH:15]=[CH:14][CH:13]=[C:9]([C:10](O)=[S:11])[C:8]=2[C:16]([OH:18])=[O:17])[CH:6]=[CH:5][CH:4]=[CH:3][CH:2]=1.C(OC(=O)C)(=O)C>>[C:1]1([C:7]2[CH:15]=[CH:14][CH:13]=[C:9]3[C:10]([O:18][C:16](=[O:17])[C:8]=23)=[S:11])[CH:2]=[CH:3][CH:4]=[CH:5][CH:6]=1. Reported procedure: 25.6 g (93.5 mmol) 3-phenylthio-phtalic acid and 26.4 mL (281 mmol) acetic anhydride were heated to reflux for 6 hours. The reaction mixture was allowed to cool down to room temperature. Upon standing over night, 3-phenylthio-phtalic anhydride precipitated from the medium. A first crop of 16.8 g of 3-phenylthio-phtalic anhydride was isolated by filtration and dried. The filtrate was evaporated to half of its volume and a second crop of 4.1 g of 3-phenylthio-phtalic anhydride was isolated. 20.9 g... The reactants are [Br-], C1CCOC1, C1CCOC1, C[Mg+], Ic1ncn2ccsc12, O, O=Cc1cccnc1. Product: OC(c1cccnc1)c1ncn2ccsc12. Reaction SMILES: [Br-:10].[CH2:13]1[O:14][CH2:15][CH2:16][CH2:17]1.[CH2:27]1[O:28][CH2:29][CH2:30][CH2:31]1.[CH3:11][Mg+:12].[I:1][c:2]1[n:3][cH:4][n:5]2[c:6]1[s:7][cH:8][cH:9]2.[OH2:26].[n:18]1[cH:19][c:20]([CH:24]=[O:25])[cH:21][cH:22][cH:23]1>>[c:2]1([CH:24]([c:20]2[cH:19][n:18][cH:23][cH:22][cH:21]2)[OH:25])[n:3][cH:4][n:5]2[c:6]1[s:7][cH:8][cH:9]2.